This data is from the Open Reaction Database (ORD), a public repository of structured organic reaction records. The task is: describe an organic reaction: reactants, conditions, products, and yield The reactants are C=O (Formalin), C(C)(=O)O (acetic acid), [H-].C(C)(=O)O[BH-](OC(C)=O)OC(C)=O (triacetoxy borohydride hydride), BrC1=CC=C(C=C1)C1CNCC1 (3-(4-bromophenyl)pyrrolidine). Run in C(Cl)(Cl)Cl.C(C)O (chloroform ethanol), C(C)(=O)OCC (ethyl acetate). Reaction conditions: time 40 minute. Product: BrC1=CC=C(C=C1)C1CN(CC1)C (3-(4-Bromophenyl)-1-methylpyrrolidine). The yield is 96.3%. Reaction SMILES: C=O.[C:3](O)(=O)C.[H-].C(O[BH-](OC(=O)C)OC(=O)C)(=O)C.[Br:21][C:22]1[CH:27]=[CH:26][C:25]([CH:28]2[CH2:32][CH2:31][NH:30][CH2:29]2)=[CH:24][CH:23]=1>C(Cl)(Cl)Cl.C(O)C.C(OCC)(=O)C>[Br:21][C:22]1[CH:23]=[CH:24][C:25]([CH:28]2[CH2:32][CH2:31][N:30]([CH3:3])[CH2:29]2)=[CH:26][CH:27]=1 |f:2.3,5.6|. Procedure details: Formalin (0.0452 ml, 0.557 mmol), 0.0319 ml (0.557 mmol) of acetic acid, and 118 mg (0.557 mmol) of triacetoxy borohydride hydride were added to a solution of 42 mg (0.186 mmol) of 3-(4-bromophenyl)pyrrolidine, synthesized in the same manner as in Reference Example 1, in chloroform-ethanol 3:1 (2 ml), and the mixture was stirred at room temperature for 40 min. The reaction solution was diluted with ethyl acetate, and the diluted solution was washed with a 10% aqueous sodium hydrogencarbonate sol... Reactants: COC(=O)C=1C(CSC1)OC(CC=1SC=CC1)=O (3-thiolacetoxy-dihydrothiophene-4-carboxylic acid methyl ester), S(=O)(=O)(Cl)Cl (sulfuryl chloride). Solvent: C(Cl)(Cl)Cl (chloroform). Yields the product COC(=O)C=1C(=CSC1)OC(CC=1SC=CC1)=O (3-thiolacetoxy-thiophene-4-carboxylic acid methyl ester). Yield: 75.0%. As a reaction SMILES: [CH3:1][O:2][C:3]([C:5]1[CH:6]([O:10][C:11](=[O:18])[CH2:12][C:13]2[S:14][CH:15]=[CH:16][CH:17]=2)[CH2:7][S:8][CH:9]=1)=[O:4].S(Cl)(Cl)(=O)=O>C(Cl)(Cl)Cl>[CH3:1][O:2][C:3]([C:5]1[C:6]([O:10][C:11](=[O:18])[CH2:12][C:13]2[S:14][CH:15]=[CH:16][CH:17]=2)=[CH:7][S:8][CH:9]=1)=[O:4]. Reported procedure: 1.86 Parts of 3-thiolacetoxy-dihydrothiophene-4-carboxylic acid methyl ester are reacted with 1.76 parts by volume of sulfuryl chloride in 25 parts by volume of chloroform in the course of one hour at 0° C. The end product is isolated from the reaction mixture by the method described in Example 1c. 1.4 parts (75% of theory) of 3-thiolacetoxy-thiophene-4-carboxylic acid methyl ester of melting point 92°-95° C. are obtained.